This data is from the Open Reaction Database (ORD), a public repository of structured organic reaction records. The task is: describe an organic reaction: reactants, conditions, products, and yield Starting materials: O (water), COC=1C=C2C(NC(NC2=CC1OC)=O)=O (6,7-dimethoxy-1,2,3,4-tetrahydroquinazoline-2,4-dione), COC1=C(C=CC=C1)N1CCN(CC1)CCCl (2-[4-(2-methoxyphenyl)-1-piperazinyl]ethyl chloride), [H-].[Na+] (sodium hydride). Run in CN(C=O)C (dimethylformamide). Reaction conditions: time 10 minute. Yields the product COC1=C(C=CC=C1)N1CCN(CC1)CCN1C(NC2=CC(=C(C=C2C1=O)OC)OC)=O (3-[2-[4-(2-methoxyphenyl)-1-piperazinyl]ethyl]-6,7-dimethoxy-1,2,3,4-tetrahydroquinazoline-2,4-dione). Yield: 35.3%. RXN SMILES: [CH3:1][O:2][C:3]1[CH:4]=[C:5]2[C:10](=[CH:11][C:12]=1[O:13][CH3:14])[NH:9][C:8](=[O:15])[NH:7][C:6]2=[O:16].[H-].[Na+].[CH3:19][O:20][C:21]1[CH:26]=[CH:25][CH:24]=[CH:23][C:22]=1[N:27]1[CH2:32][CH2:31][N:30]([CH2:33][CH2:34]Cl)[CH2:29][CH2:28]1.O>CN(C)C=O>[CH3:19][O:20][C:21]1[CH:26]=[CH:25][CH:24]=[CH:23][C:22]=1[N:27]1[CH2:28][CH2:29][N:30]([CH2:33][CH2:34][N:7]2[C:6](=[O:16])[C:5]3[C:10](=[CH:11][C:12]([O:13][CH3:14])=[C:3]([O:2][CH3:1])[CH:4]=3)[NH:9][C:8]2=[O:15])[CH2:31][CH2:32]1 |f:1.2|. Procedure details: Two grams of 6,7-dimethoxy-1,2,3,4-tetrahydroquinazoline-2,4-dione was dissolved in 30 ml of dimethylformamide. After adding 1230 mg of sodium hydride thereto under cooling, the mixture was stirred for 10 minutes. Then, 23 grams of 2-[4-(2-methoxyphenyl)-1-piperazinyl]ethyl chloride was added and the stirring was continued at 70° C. for 6 hours. After the reaction was finished, water was added to the reaction mixture and the mixture was extracted with chloroform and concentrated. The resultant r... Reactants: CCC(=O)c1cccnc1, CC(=O)O, CCO, NNC(=O)c1cccc(C(F)(F)F)c1, O. The product is CCC(=NNC(=O)c1cccc(C(F)(F)F)c1)c1cccnc1. As a reaction SMILES: [CH2:15]([CH3:16])[C:17](=[O:18])[c:19]1[cH:20][n:21][cH:22][cH:23][cH:24]1.[CH3:25][C:26](=[O:27])[OH:28].[CH3:29][CH2:30][OH:31].[F:1][C:2]([c:3]1[cH:4][c:5]([C:6](=[O:7])[NH:8][NH2:9])[cH:10][cH:11][cH:12]1)([F:13])[F:14].[OH2:32]>>[F:1][C:2]([c:3]1[cH:4][c:5]([C:6](=[O:7])[NH:8][N:9]=[C:17]([CH2:15][CH3:16])[c:19]2[cH:20][n:21][cH:22][cH:23][cH:24]2)[cH:10][cH:11][cH:12]1)([F:13])[F:14]. The reactants are OC(COC1=CC=C(C=C1)NS(=O)(=O)C)CN(CC1=NC2=CC=C(C=C2C=C1)[N+](=O)[O-])C (N-[4-[2-Hydroxy-3-[methyl[(6-nitro-2-quinolinyl)methyl]amino]propoxy]phenyl]methanesulfonamide). The reagents and catalysts are O=[Pt]=O (PtO2). Run in C(C)O (ethanol). Reaction conditions: time 6 hour. Yields the product NC=1C=C2C=CC(=NC2=CC1)CN(CC(COC1=CC=C(C=C1)NS(=O)(=O)C)O)C (N-[4-[3-[[(6-Amino-2-quinolinyl)methyl]methylamino]-2-hydroxypropoxy] phenyl]methanesulfonamide). Isolated yield 89.0%. As a reaction SMILES: [OH:1][CH:2]([CH2:16][N:17]([CH3:32])[CH2:18][C:19]1[CH:28]=[CH:27][C:26]2[C:21](=[CH:22][CH:23]=[C:24]([N+:29]([O-])=O)[CH:25]=2)[N:20]=1)[CH2:3][O:4][C:5]1[CH:10]=[CH:9][C:8]([NH:11][S:12]([CH3:15])(=[O:14])=[O:13])=[CH:7][CH:6]=1>C(O)C.O=[Pt]=O>[NH2:29][C:24]1[CH:25]=[C:26]2[C:21](=[CH:22][CH:23]=1)[N:20]=[C:19]([CH2:18][N:17]([CH3:32])[CH2:16][CH:2]([OH:1])[CH2:3][O:4][C:5]1[CH:10]=[CH:9][C:8]([NH:11][S:12]([CH3:15])(=[O:14])=[O:13])=[CH:7][CH:6]=1)[CH:28]=[CH:27]2. Procedure details: N-[4-[2-Hydroxy-3-[methyl[(6-nitro-2-quinolinyl)methyl]amino]propoxy]phenyl]methanesulfonamide (1.20 g, 2.61 mmol) and PtO2 (0.120 g, 10% by wt.) were suspended in ethanol (100 mL) and the flask was charged with H2 (1 atm). After stirring for 6 hours, the mixture was filtered through a pad of solka floc and the filtrate was concentrated in vacuo to afford 1.00 g of product as a pale oil which was used directly in the next step. Procedure: 1 g of potassium bicarbonate was added at 20° C. to a suspension of 5.48 g of the product of Step C in 10.6 ml of water and 912 mg of thiourea and after dissolution, the solution was stirred at 20° C. under nitrogen for 6 hours. The gummy precipitate started forming after 11/2 hours and then 30 ml of water and 3 ml of formic acid were added thereto. After cooling to 5° C., the mixture was vacuum filtered and the filter was washed with water containing 10% of formic acid. The residue was dissolve... The product is C(C)(=O)SCC=1CS[C@H]2N(C1C(=O)O)C(C2NC(C(=NOC)C=2N=C(SC2)N)=O)=O (3-acetylthiomethyl-7-[{2-(2-amino-4-thiazolyl)-2-methoxyiminoacetyl}amino]-ceph-3-eme-4-carboxylic acid). Reaction conditions: temperature 20 celsius, time 6 hour. The solvent is C(C)O (ethanol), O (water), C(=O)O (formic acid), O (water). Starting materials: S(=O)(=O)([O-])[O-].[NH4+].[NH4+] (ammonium sulfate), S(=O)(=O)([O-])[O-].[NH4+].[NH4+] (ammonium sulfate), C([O-])(O)=O.[K+] (potassium bicarbonate), C(C)(=O)SCC=1CS[C@H]2N(C1C(=O)O)C(C2NC(C(=NOC)C=2N=C(SC2)NC(CCl)=O)=O)=O (3-acetylthiomethyl-7-[{2-(2-chloroacetamido-4-thiazolyl)-2-methoxyiminoacetyl}amino]-ceph-3-eme-4-carboxylic acid), NC(=S)N (thiourea). RXN SMILES: C(=O)(O)[O-].[K+].[C:6]([S:9][CH2:10][C:11]1[CH2:12][S:13][C@@H:14]2[CH:21]([NH:22][C:23](=[O:38])[C:24]([C:28]3[N:29]=[C:30]([NH:33]C(=O)CCl)[S:31][CH:32]=3)=[N:25][O:26][CH3:27])[C:20](=[O:39])[N:15]2[C:16]=1[C:17]([OH:19])=[O:18])(=[O:8])[CH3:7].NC(N)=S.S([O-])([O-])(=O)=O.[NH4+].[NH4+]>O.C(O)C.C(O)=O>[C:6]([S:9][CH2:10][C:11]1[CH2:12][S:13][C@@H:14]2[CH:21]([NH:22][C:23](=[O:38])[C:24]([C:28]3[N:29]=[C:30]([NH2:33])[S:31][CH:32]=3)=[N:25][O:26][CH3:27])[C:20](=[O:39])[N:15]2[C:16]=1[C:17]([OH:19])=[O:18])(=[O:8])[CH3:7] |f:0.1,4.5.6|. Reactants: COC=1C(=CC2=CC=CC=C2C1)C(=O)OC (methyl 3-methoxy-2-naphthoate), Cl (hydrochloric acid). Solvent: [OH-].[Na+] (sodium hydroxide). Product: COC=1C(=CC2=CC=CC=C2C1)C(=O)O (3-methoxy-2-naphthoic acid). RXN SMILES: [CH3:1][O:2][C:3]1[C:4]([C:13]([O:15]C)=[O:14])=[CH:5][C:6]2[C:11]([CH:12]=1)=[CH:10][CH:9]=[CH:8][CH:7]=2.Cl>[OH-].[Na+]>[CH3:1][O:2][C:3]1[C:4]([C:13]([OH:15])=[O:14])=[CH:5][C:6]2[C:11]([CH:12]=1)=[CH:10][CH:9]=[CH:8][CH:7]=2 |f:2.3|. Procedure details: The methyl 3-methoxy-2-naphthoate was diluted with excess 5 percent sodium hydroxide solution and the mixture was heated at its reflux temperature until the solution was clear. The solution was acidified with hydrochloric acid to provide a precipitate which was separated by filtration. Recrystallization from benzene provided the known intermediate 3-methoxy-2-naphthoic acid, m.p. 130°-132° C. Product: COc1ccccc1-c1cc(C#N)c2cnc(Nc3ccc(N4CCN(C)CC4)cc3)nn12. As a reaction SMILES: [Br:1][c:2]1[cH:3][c:4](-[c:25]2[c:26]([O:31][CH3:32])[cH:27][cH:28][cH:29][cH:30]2)[n:5]2[n:6][c:7]([NH:11][c:12]3[cH:13][cH:14][c:15]([N:18]4[CH2:19][CH2:20][N:21]([CH3:24])[CH2:22][CH2:23]4)[cH:16][cH:17]3)[n:8][cH:9][c:10]12.[C-:38]#[N:39].[C-:41]#[N:42].[CH3:33][N:34]([CH3:35])[CH:36]=[O:37].[Cu:43][I:44].[Zn+2:40].[cH:45]1[cH:46][cH:47][c:48]([P:49]([Pd:50]([P:51]([c:52]2[cH:53][cH:54][cH:55][cH:56][cH:57]2)([c:58]2[cH:59][cH:60][cH:61][cH:62][cH:63]2)[c:64]2[cH:65][cH:66][cH:67][cH:68][cH:69]2)([P:70]([c:71]2[cH:72][cH:73][cH:74][cH:75][cH:76]2)([c:77]2[cH:78][cH:79][cH:80][cH:81][cH:82]2)[c:83]2[cH:84][cH:85][cH:86][cH:87][cH:88]2)[P:89]([c:90]2[cH:91][cH:92][cH:93][cH:94][cH:95]2)([c:96]2[cH:97][cH:98][cH:99][cH:100][cH:101]2)[c:102]2[cH:103][cH:104][cH:105][cH:106][cH:107]2)([c:108]2[cH:109][cH:110][cH:111][cH:112][cH:113]2)[c:114]2[cH:115][cH:116][cH:117][cH:118][cH:119]2)[cH:120][cH:121]1>>[c:2]1([C:33]#[N:34])[cH:3][c:4](-[c:25]2[c:26]([O:31][CH3:32])[cH:27][cH:28][cH:29][cH:30]2)[n:5]2[n:6][c:7]([NH:11][c:12]3[cH:13][cH:14][c:15]([N:18]4[CH2:19][CH2:20][N:21]([CH3:24])[CH2:22][CH2:23]4)[cH:16][cH:17]3)[n:8][cH:9][c:10]12. Reactants: COc1ccccc1-c1cc(Br)c2cnc(Nc3ccc(N4CCN(C)CC4)cc3)nn12, [C-]#N, [C-]#N, CN(C)C=O, [Cu]I, [Zn+2], c1ccc(P(c2ccccc2)(c2ccccc2)[Pd](P(c2ccccc2)(c2ccccc2)c2ccccc2)(P(c2ccccc2)(c2ccccc2)c2ccccc2)P(c2ccccc2)(c2ccccc2)c2ccccc2)cc1. Reactants: CC([C@H](NC(=O)N(CCCC=C)C)C(=O)O)(C)C (3-methyl-N-{[methyl(pent-4-enyl)amino]carbonyl}-L-valine), C(CCCC=C)(=O)Cl (5-hexenoyl chloride). The product is CC([C@H](NC(=O)N(CCCCC=C)C)C(=O)O)(C)C (3-Methyl-N-{[methyl(hex-5-enyl)amino]carbonyl}-L-valine). As a reaction SMILES: [CH3:1][C:2]([CH3:18])([CH3:17])[C@@H:3]([C:14]([OH:16])=[O:15])[NH:4][C:5]([N:7]([CH3:13])[CH2:8][CH2:9][CH2:10][CH:11]=[CH2:12])=[O:6].[C:19](Cl)(=O)CCCC=C>>[CH3:1][C:2]([CH3:18])([CH3:17])[C@@H:3]([C:14]([OH:16])=[O:15])[NH:4][C:5]([N:7]([CH3:13])[CH2:8][CH2:9][CH2:10][CH2:11][CH:12]=[CH2:19])=[O:6]. Procedure: 3-Methyl-N-{[methyl(hex-5-enyl)amino]carbonyl}-L-valine was prepared according to the procedure for 3-methyl-N-{[methyl(pent-4-enyl)amino]carbonyl}-L-valine (Steps 1-5) by using 5-hexenoyl chloride instead of 4-pentenoyl chloride in Step 1. LRMS (ESI) m/z 271 [(M+H)+; calcd for C14H27N2O3: 271]. Starting materials: C(C)OC(=O)C1(CC2=CC=C(C=C2C1)F)NC(C1=C(C(=CC=C1)C)OC(C)C)=O (5-Fluoro-2-(2-isopropoxy-3-methyl-benzoylamino)-indan-2-carboxylic acid ethyl ester), [OH-].[K+] (KOH), O (water). Solvent: CCO (EtOH). Run at time 8 hour. The product is FC=1C=C2CC(CC2=CC1)(C(=O)O)NC(C1=C(C(=CC=C1)C)OC(C)C)=O (5-Fluoro-2-(2-isopropoxy-3-methyl-benzoylamino)-indan-2-carboxylic acid). Isolated yield 91.1%. RXN SMILES: C([O:3][C:4]([C:6]1([NH:16][C:17](=[O:29])[C:18]2[CH:23]=[CH:22][CH:21]=[C:20]([CH3:24])[C:19]=2[O:25][CH:26]([CH3:28])[CH3:27])[CH2:14][C:13]2[C:8](=[CH:9][CH:10]=[C:11]([F:15])[CH:12]=2)[CH2:7]1)=[O:5])C.[OH-].[K+].O>CCO>[F:15][C:11]1[CH:12]=[C:13]2[C:8](=[CH:9][CH:10]=1)[CH2:7][C:6]([NH:16][C:17](=[O:29])[C:18]1[CH:23]=[CH:22][CH:21]=[C:20]([CH3:24])[C:19]=1[O:25][CH:26]([CH3:27])[CH3:28])([C:4]([OH:5])=[O:3])[CH2:14]2 |f:1.2|. Procedure: The mixture of 5-fluoro-2-(2-isopropoxy-3-methyl-benzoylamino)-indan-2-carboxylic acid ethyl ester (96) (544 mg, 1.36 mmol) and KOH (1 g, 18 mmol) is dissolved in EtOH (8 mL) and water (1 mL) under a water bath. The water bath is removed when KOH is completely dissolved and the resulting reaction solution is stirred at RT for 8 h. After concentration in vacuo, the residue is dissolved in water (30 mL) and acidified with conc. HCl until no more white precipitate formed. The precipitate is filtere... Reactants: three, C(C)(C)(C)OC(=O)C(CC)N1CCC(CCC1=O)C(=O)OCC (ethyl 1-[1-(tert-butoxycarbonyl)propyl]-7-oxo-4-azepanecarboxylate), FC(C(=O)O)(F)F (trifluoroacetic acid). The solvent is C(Cl)Cl (CH2Cl2). Conditions: temperature 0 celsius, time 24 hour. The product is C(C)OC(=O)C1CCC(N(CC1)C(C(=O)O)CC)=O (2-[5-(ethoxycarbonyl)-2-oxo-1-azepanyl]butanoic Acid). As a reaction SMILES: C([O:5][C:6]([CH:8]([N:11]1[C:17](=[O:18])[CH2:16][CH2:15][CH:14]([C:19]([O:21][CH2:22][CH3:23])=[O:20])[CH2:13][CH2:12]1)[CH2:9][CH3:10])=[O:7])(C)(C)C.FC(F)(F)C(O)=O>C(Cl)Cl>[CH2:22]([O:21][C:19]([CH:14]1[CH2:13][CH2:12][N:11]([CH:8]([CH2:9][CH3:10])[C:6]([OH:7])=[O:5])[C:17](=[O:18])[CH2:16][CH2:15]1)=[O:20])[CH3:23]. Reported procedure: In a 25 ml three necked flask fitted with magnetic stirrer and dropping funnel under inert atmosphere, 1 g (3.1 mmoles) of pure ethyl 1-[1-(tert-butoxycarbonyl)propyl]-7-oxo-4-azepanecarboxylate 29 was dissolved in 5 ml of CH2Cl2. The mixture was cooled down to 0° C., 5 ml of trifluoroacetic acid was added. The mixture was kept at 0° C. under stirring for 24 hours, concentrated to dryness and used as such in the next step. Reactants: C1(=CC=CC=C1)CCCCCCN1CC2=C(CC1)OC=C2 (5-(6-phenylhexyl)-4,5,6,7-tetrahydrofuro[3,2-c]pyridine), CNC (dimethylamine), C=O (formaldehyde). The solvent is C(C)(=O)O (acetic acid). Run at temperature 100 celsius, time 30 minute. Yields the product CN(C)CC1=CC=2CN(CCC2O1)CCCCCCC1=CC=CC=C1 (N,N-dimethyl-[5-(6-phenylhexyl)-4,5,6,7-tetrahydrofuro[3,2-c]pyridin-2-ylmethyl]amine). As a reaction SMILES: [C:1]1([CH2:7][CH2:8][CH2:9][CH2:10][CH2:11][CH2:12][N:13]2[CH2:18][CH2:17][C:16]3[O:19][CH:20]=[CH:21][C:15]=3[CH2:14]2)[CH:6]=[CH:5][CH:4]=[CH:3][CH:2]=1.[CH3:22][NH:23][CH3:24].[CH2:25]=O>C(O)(=O)C>[CH3:22][N:23]([CH2:25][C:20]1[O:19][C:16]2[CH2:17][CH2:18][N:13]([CH2:12][CH2:11][CH2:10][CH2:9][CH2:8][CH2:7][C:1]3[CH:6]=[CH:5][CH:4]=[CH:3][CH:2]=3)[CH2:14][C:15]=2[CH:21]=1)[CH3:24]. Reported procedure: To a solution of 0.288 g (1.016 mmol) of 5-(6-phenylhexyl)-4,5,6,7-tetrahydrofuro[3,2-c]pyridine in 20 ml of acetic acid, 0.11 g (1.2 mmol) of 50% aqueous dimethylamine and 0.10 g (1.2 mmol) of 37% aqueous formaldehyde were added, followed by stirring at 100° C. for 30 minutes. After the solvent was distilled off under reduced pressure, the residual solution was alkalified with aqueous sodium hydroxide and extracted with dichloromethane 3 times. The combined organic layer was dried over anhydrou...